Task: describe an organic reaction: reactants, conditions, products, and yield. Dataset: the Open Reaction Database (ORD), a public repository of structured organic reaction records The reactants are CCN=C=NCCCN(C)C, O=C(Cc1ccc(Cl)cc1F)Nc1nc2ccc(C(=O)O)cc2s1, Nc1ccc2[nH]c(=O)oc2c1, CN(C)C=O, On1nnc2ccccc21. Yields the product O=C(Cc1ccc(Cl)cc1F)Nc1nc2ccc(C(=O)Nc3ccc4[nH]c(=O)oc4c3)cc2s1. As a reaction SMILES: [CH3:36][CH2:37][N:38]=[C:39]=[N:40][CH2:41][CH2:42][CH2:43][N:44]([CH3:45])[CH3:46].[Cl:1][c:2]1[cH:3][c:4]([F:24])[c:5]([CH2:8][C:9](=[O:10])[NH:11][c:12]2[s:13][c:14]3[c:15]([n:16]2)[cH:17][cH:18][c:19]([C:21](=[O:22])[OH:23])[cH:20]3)[cH:6][cH:7]1.[NH2:25][c:26]1[cH:27][c:28]2[c:29]([nH:30][c:31](=[O:33])[o:32]2)[cH:34][cH:35]1.[O:57]=[CH:58][N:59]([CH3:60])[CH3:61].[OH:47][n:48]1[c:49]2[c:50]([cH:51][cH:52][cH:53][cH:54]2)[n:55][n:56]1>>[Cl:1][c:2]1[cH:3][c:4]([F:24])[c:5]([CH2:8][C:9](=[O:10])[NH:11][c:12]2[s:13][c:14]3[c:15]([n:16]2)[cH:17][cH:18][c:19]([C:21](=[O:22])[NH:25][c:26]2[cH:27][c:28]4[c:29]([nH:30][c:31](=[O:33])[o:32]4)[cH:34][cH:35]2)[cH:20]3)[cH:6][cH:7]1. Reactants: CCc1ccc(Oc2cnc(S)[nH]c2=O)cc1, CCO, CCOC(C)=O, ClCCl. The product is CCc1ccc(Oc2cnc[nH]c2=O)cc1. Reaction SMILES: [CH2:1]([CH3:2])[c:3]1[cH:4][cH:5][c:6]([O:7][c:8]2[c:9](=[O:15])[nH:10][c:11]([SH:14])[n:12][cH:13]2)[cH:16][cH:17]1.[CH3:18][CH2:19][OH:20].[CH3:21][CH2:22][O:23][C:24](=[O:25])[CH3:26].[Cl:27][CH2:28][Cl:29]>>[CH2:1]([CH3:2])[c:3]1[cH:4][cH:5][c:6]([O:7][c:8]2[c:9](=[O:15])[nH:10][cH:11][n:12][cH:13]2)[cH:16][cH:17]1. Reactants: CC(C)(C)OC(=O)N1CCC(CNc2nc3ccccc3[nH]2)CC1, CCCCO, CO, Cl, [Na+], C1COCCO1, [OH-]. Yields the product c1ccc2[nH]c(NCC3CCNCC3)nc2c1. Reaction SMILES: [C:1]([O:2][C:3](=[O:4])[N:8]1[CH2:9][CH2:10][CH:11]([CH2:14][NH:15][c:16]2[n:17][c:18]3[c:19]([nH:20]2)[cH:21][cH:22][cH:23][cH:24]3)[CH2:12][CH2:13]1)([CH3:5])([CH3:6])[CH3:7].[CH2:34]([OH:35])[CH2:36][CH2:37][CH3:38].[CH3:39][OH:40].[ClH:31].[Na+:33].[O:25]1[CH2:26][CH2:27][O:28][CH2:29][CH2:30]1.[OH-:32]>>[NH:8]1[CH2:9][CH2:10][CH:11]([CH2:14][NH:15][c:16]2[nH:17][c:18]3[c:19]([n:20]2)[cH:21][cH:22][cH:23][cH:24]3)[CH2:12][CH2:13]1. The reactants are C1(=CC=CC=C1)[C@@H](C(F)(F)F)OC=1C=C(C=O)C=CC1OCC1=CC=C(C=C1)OC (3-[(S)-1-phenyl-2,2,2-trifluoroethoxy]-4-[(4-methoxyphenyl)methoxy]-benzaldehyde). The solvent is C(C)(=O)O (acetic acid). Reaction conditions: time 72 hour. Procedure: A solution of 3-[(S)-1-phenyl-2,2,2-trifluoroethoxy]-4-[(4-methoxyphenyl)methoxy]-benzaldehyde (2.08 g, 0.005 mol) in acetic acid (25 mL) was heated to 150□C. and stirred for 72 h. It was then cooled to room temperature and concentrated in vacuo. The residue was diluted with ethyl acetate (100 mL), and the organic solution washed with water (100 mL) and extracted with 1M sodium hydroxide (5×100 mL). The basic extracts were combined and acidified to pH 1 with concentrated HCl, then extracted with... Yields the product C1(=CC=CC=C1)[C@@H](C(F)(F)F)OC=1C=C(C=O)C=CC1O (3-[(S)-1-phenyl-2,2,2-trifluoroethoxy]-4-hydroxybenzaldehyde). As a reaction SMILES: [C:1]1([C@H:7]([O:12][C:13]2[CH:14]=[C:15]([CH:18]=[CH:19][C:20]=2[O:21]CC2C=CC(OC)=CC=2)[CH:16]=[O:17])[C:8]([F:11])([F:10])[F:9])[CH:6]=[CH:5][CH:4]=[CH:3][CH:2]=1>C(O)(=O)C>[C:1]1([C@H:7]([O:12][C:13]2[CH:14]=[C:15]([CH:18]=[CH:19][C:20]=2[OH:21])[CH:16]=[O:17])[C:8]([F:11])([F:10])[F:9])[CH:2]=[CH:3][CH:4]=[CH:5][CH:6]=1. The reactants are CS(=O)(=O)Cl (Methanesulfonyl chloride), O (water), ClC1=CC=C(CNC(=O)C2=CN(C3=CC=C(C=C3C2=O)CO)C)C=C1 (N-(4-chloro-benzyl)-6-(hydroxymethyl)-1-methyl-4-oxo-1,4-dihydro-3-quinolinecarboxamide), N1=C(C=C(C=C1C)C)C (2,4,6-collidine). Reagents/catalysts: CN(C)C=1C=CN=CC1 (DMAP). The solvent is CN(C)C=O (DMF). Reaction conditions: time 2 hour. Yields the product ClC1=CC=C(CNC(=O)C2=CN(C3=CC=C(C=C3C2=O)CN2CCSCC2)C)C=C1 (N-(4-Chlorobenzyl)-1-methyl-4-oxo-6-(4-thiomorpholinyl-methyl)-1,4-dihydro-3-quinolinecarboxamide). Yield: 74.0%. Reaction SMILES: [CH3:1][S:2](Cl)(=O)=O.[Cl:6][C:7]1[CH:30]=[CH:29][C:10]([CH2:11][NH:12][C:13]([C:15]2[C:24](=[O:25])[C:23]3[C:18](=[CH:19][CH:20]=[C:21]([CH2:26]O)[CH:22]=3)[N:17]([CH3:28])[CH:16]=2)=[O:14])=[CH:9][CH:8]=1.[N:31]1[C:36](C)=CC(C)=[CH:33][C:32]=1C.O>CN(C1C=CN=CC=1)C.CN(C=O)C>[Cl:6][C:7]1[CH:30]=[CH:29][C:10]([CH2:11][NH:12][C:13]([C:15]2[C:24](=[O:25])[C:23]3[C:18](=[CH:19][CH:20]=[C:21]([CH2:26][N:31]4[CH2:36][CH2:1][S:2][CH2:33][CH2:32]4)[CH:22]=3)[N:17]([CH3:28])[CH:16]=2)=[O:14])=[CH:9][CH:8]=1. Procedure details: Methanesulfonyl chloride (0.193 mL) is added to a solution of N-(4-chloro-benzyl)-6-(hydroxymethyl)-1-methyl-4-oxo-1,4-dihydro-3-quinolinecarboxamide (357 mg) from Example No. 2, DMAP (20 mg), and 2,4,6-collidine (0.33 mL) in anhydrous DMF (20 mL). The mixture is stirred at room temperate for 2 h, and poured into water (60 mL). The resulting percipitate is filtered, washed with water (20 mL), and recrystallized from acetonitrile to afford 0.328 g (74%) of the title compound as a white solid.